From a dataset of the Open Reaction Database (ORD), a public repository of structured organic reaction records. describe an organic reaction: reactants, conditions, products, and yield Reaction conditions: time 18 hour. Yields the product C(C)(C)OC(C)C (diisopropyl ether), ClC=1C=C(C=C(C1)Cl)C1(CC(=NO1)C1=CC(=C(C=C1)[N+](=O)[O-])C)C(F)(F)F (5-(3,5-dichlorophenyl)-3-(3-methyl-4-nitrophenyl)-5-trifluoromethyl-4,5-dihydroisoxazole). Starting materials: ClC=1C=C(C=C(C1)Cl)C(=C)C(F)(F)F (3,5-dichloro-1-(1-trifluoromethylethenyl)benzene), ClC1=C(C=NO)C=CC(=C1C)[N+](=O)[O-] (chloro-3-methyl-4-nitrobenzaldoxime), C(O)([O-])=O.[K+] (potassium hydrogen carbonate), O (water). Run in O1CCCC1 (tetrahydrofuran), O1CCCC1 (tetrahydrofuran). Procedure: In a solution of 1.31 g of 3,5-dichloro-1-(1-trifluoromethylethenyl)benzene synthesized in Step 1 of Synthetic Example 3 and 1.17 g of -chloro-3-methyl-4-nitrobenzaldoxime in 10 ml of tetrahydrofuran, 1.15 g of potassium hydrogen carbonate and 1.50 g of water were added, and stirred at room temperature for 18 hours. After the completion of the reaction, tetrahydrofuran was removed from the reaction mixture, 3 ml of water was added, and stirred under colloing with ice for further 30 minutes. Prec... Reaction SMILES: [Cl:1][C:2]1[CH:3]=[C:4]([C:9]([C:11]([F:14])([F:13])[F:12])=[CH2:10])[CH:5]=[C:6]([Cl:8])[CH:7]=1.Cl[C:16]1[C:24]([CH3:25])=[C:23]([N+:26]([O-:28])=[O:27])[CH:22]=[CH:21][C:17]=1[CH:18]=[N:19][OH:20].C(=O)([O-])[OH:30].[K+].O>O1CCCC1>[CH:16]([O:30][CH:9]([CH3:10])[CH3:11])([CH3:24])[CH3:17].[Cl:1][C:2]1[CH:3]=[C:4]([C:9]2([C:11]([F:14])([F:12])[F:13])[O:20][N:19]=[C:18]([C:17]3[CH:21]=[CH:22][C:23]([N+:26]([O-:28])=[O:27])=[C:24]([CH3:25])[CH:16]=3)[CH2:10]2)[CH:5]=[C:6]([Cl:8])[CH:7]=1 |f:2.3|.